From a dataset of the Open Reaction Database (ORD), a public repository of structured organic reaction records. describe an organic reaction: reactants, conditions, products, and yield Reactants: ClC1=NC(=NC=N1)NC=1C=C(C=CC1)CS(=O)(=O)N (3-[(4-Chloro-1,3,5-triazin-2-yl)amino]benzenemethanesulfonamide), C[C@H]1NCCC1 ((R)-2-methylpyrrolidine). Yields the product C[C@H]1N(CCC1)C1=NC(=NC=N1)NC=1C=C(C=CC1)CS(=O)(=O)N ((R)-3-[(4-(2-Methylpyrrolidin-1-yl)-1,3,5-triazin-2-yl)amino]-benzenemethanesulfonamide). Reaction SMILES: Cl[C:2]1[N:7]=[CH:6][N:5]=[C:4]([NH:8][C:9]2[CH:10]=[C:11]([CH2:15][S:16]([NH2:19])(=[O:18])=[O:17])[CH:12]=[CH:13][CH:14]=2)[N:3]=1.[CH3:20][C@@H:21]1[CH2:25][CH2:24][CH2:23][NH:22]1>>[CH3:20][C@@H:21]1[CH2:25][CH2:24][CH2:23][N:22]1[C:2]1[N:7]=[CH:6][N:5]=[C:4]([NH:8][C:9]2[CH:10]=[C:11]([CH2:15][S:16]([NH2:19])(=[O:18])=[O:17])[CH:12]=[CH:13][CH:14]=2)[N:3]=1. Procedure details: B15 was prepared following the general procedure reported for B10 using A1 and (R)-2-methylpyrrolidine. Yield: 31.5 mg (9%), colorless amorphous solid. MS (ES) C15H20N6O2S requires: 348. found: 349 (M+H)+. Reactants: C(CCC)C1=NC2=C(C=CC=C2C(N1CC1=CC=C(C=C1)C1=C(C=CC=C1)C1=NN=NN1)=O)OC(CCCC)=O (2-butyl-3-[[2'-(1H-tetrazol-5-yl)biphenyl-4-yl]methyl]-8-valeryloxy-4(3H)-quinazolinone), CO (methanol), Cl (hydrochloric acid). Solvent: [OH-].[Na+] (sodium hydroxide). Run at time 1 hour. Product: C(CCC)C1=NC2=CC=C(C=C2C(N1CC1=CC=C(C=C1)C1=C(C=CC=C1)C1=NN=NN1)=O)O (2-Butyl-6-hydroxy-3-[[2'-(1H-tetrazol-5-yl)biphenyl-4-yl]methyl]-4(3H)-quinazolinone). The yield is 80.0%. RXN SMILES: [CH2:1]([C:5]1[N:14]([CH2:15][C:16]2[CH:21]=[CH:20][C:19]([C:22]3[CH:27]=[CH:26][CH:25]=[CH:24][C:23]=3[C:28]3[NH:32][N:31]=[N:30][N:29]=3)=[CH:18][CH:17]=2)[C:13](=[O:33])[C:12]2[C:7](=[C:8](OC(=O)CCCC)[CH:9]=[CH:10][CH:11]=2)[N:6]=1)[CH2:2][CH2:3][CH3:4].Cl.C[OH:43]>[OH-].[Na+]>[CH2:1]([C:5]1[N:14]([CH2:15][C:16]2[CH:21]=[CH:20][C:19]([C:22]3[CH:27]=[CH:26][CH:25]=[CH:24][C:23]=3[C:28]3[NH:32][N:31]=[N:30][N:29]=3)=[CH:18][CH:17]=2)[C:13](=[O:33])[C:12]2[C:7](=[CH:8][CH:9]=[C:10]([OH:43])[CH:11]=2)[N:6]=1)[CH2:2][CH2:3][CH3:4] |f:3.4|. Reported procedure: A mixture of 2-butyl-3-[[2'-(1H-tetrazol-5-yl)biphenyl-4-yl]methyl]-8-valeryloxy-4(3H)-quinazolinone (0.3 g) in methanol (5 ml) and 1N sodium hydroxide (2 ml) was stirred at room temperature for 1 hour. After addition of 1N hydrochloric acid, the reaction solution was extracted with ethyl acetate and the organic layer was washed with water, dried and evaporated to dryness. The residue was purified by column chromatography on silica gel to give a crystalline product. Recrystallization from ethyl ... Reactants: BrB(Br)Br, ClCCl, ClCCl, COc1cc2c(-c3ccccc3)c(CC(=O)Nc3ccc(Cl)cc3C(F)(F)F)c(=O)oc2cc1Cl, Cl, O. The product is O=C(Cc1c(-c2ccccc2)c2cc(O)c(Cl)cc2oc1=O)Nc1ccc(Cl)cc1C(F)(F)F. As a reaction SMILES: [B:39]([Br:40])([Br:41])[Br:42].[CH2:36]([Cl:37])[Cl:38].[CH2:45]([Cl:46])[Cl:47].[Cl:1][c:2]1[c:3]([O:34][CH3:35])[cH:4][c:5]2[c:6](-[c:28]3[cH:29][cH:30][cH:31][cH:32][cH:33]3)[c:7]([CH2:13][C:14](=[O:15])[NH:16][c:17]3[c:18]([C:24]([F:25])([F:26])[F:27])[cH:19][c:20]([Cl:23])[cH:21][cH:22]3)[c:8](=[O:12])[o:9][c:10]2[cH:11]1.[ClH:44].[OH2:43]>>[Cl:1][c:2]1[c:3]([OH:34])[cH:4][c:5]2[c:6](-[c:28]3[cH:29][cH:30][cH:31][cH:32][cH:33]3)[c:7]([CH2:13][C:14](=[O:15])[NH:16][c:17]3[c:18]([C:24]([F:25])([F:26])[F:27])[cH:19][c:20]([Cl:23])[cH:21][cH:22]3)[c:8](=[O:12])[o:9][c:10]2[cH:11]1. The reactants are C(=O)([O-])[O-].[Cs+].[Cs+] (Cs2CO3), BrC1=CC=C(C=C1)C1=NNC2=C1CN(CC2)C(C)=O (1-[3-(4-bromo-phenyl)-1,4,6,7-tetrahydro-pyrazolo[4,3-c]pyridin-5-yl]-ethanone), C(Cl)C1CO1 (epichlorohydrin). Run in CN(C)C=O (DMF), CCOC(=O)C (EtOAc). Reaction conditions: time 18 hour. Yields the product BrC1=CC=C(C=C1)C1=NN(C2=C1CN(CC2)C(C)=O)CC2OC2 (1-[3-(4-Bromo-phenyl)-1-oxiranylmethyl-1,4,6,7-tetrahydro-pyrazolo[4,3-c]pyridin-5-yl]-ethanone). Isolated yield 55.8%. As a reaction SMILES: C([O-])([O-])=O.[Cs+].[Cs+].[Br:7][C:8]1[CH:13]=[CH:12][C:11]([C:14]2[C:18]3[CH2:19][N:20]([C:23](=[O:25])[CH3:24])[CH2:21][CH2:22][C:17]=3[NH:16][N:15]=2)=[CH:10][CH:9]=1.[CH2:26]([CH:28]1[O:30][CH2:29]1)Cl>CN(C=O)C.CCOC(C)=O>[Br:7][C:8]1[CH:9]=[CH:10][C:11]([C:14]2[C:18]3[CH2:19][N:20]([C:23](=[O:25])[CH3:24])[CH2:21][CH2:22][C:17]=3[N:16]([CH2:26][CH:28]3[CH2:29][O:30]3)[N:15]=2)=[CH:12][CH:13]=1 |f:0.1.2|. Procedure details: Cs2CO3 (11.58 g, 35.5 mmol) was added to a solution of 1-[3-(4-bromo-phenyl)-1,4,6,7-tetrahydro-pyrazolo[4,3-c]pyridin-5-yl]-ethanone (7.59 g, 23.7 mmol) and epichlorohydrin (20 mL, 234 mmol) in DMF (100 mL). The mixture was stirred for 18 h then diluted with EtOAc (800 mL) and washed with saturated aqueous NaHCO3 (2×100 mL), H2O (2×100 mL), and brine (100 mL). The NaHCO3 layer was extracted with EtOAc (2×150 mL). The combined washes were extracted with EtOAc (2×100 mL). The combined extracts we... Starting materials: CCN=C=NCCCN(C)C.Cl (EDCl), Cl (HCl), C=1C=CC2=C(C1)N=NN2O (HOBT), O (H2O), FC1=CC=C(C=C1)C1=NN(C2=CC=C(C=C12)N)C(C1=CC=CC=C1)(C1=CC=CC=C1)C1=CC=CC=C1 (3-(4-Fluoro-phenyl)-1trityl-indazol-5-ylamine), C(=O)N(C1(CN(CC1)CC(N1CCC(=CC1)C1=CC=C(C=C1)C1=NC=CC=N1)=O)C(=O)O)C (3-(Formyl-methyl-amino)-1-{2-oxo-2-[4-(4-pyrimidin-2-yl-phenyl)-3,6-dihydro-2H-pyridin-1-yl]-ethyl}-pyrrolidine-3-carboxylic acid), [Li] (Lithium). Solvent: CN(C)C=O (DMF), CN1CCOCC1 (NMM). The product is FC1=CC=C(C=C1)C1=NN(C2=CC=C(C=C12)NC(=O)C1(CN(CC1)CC(N1CCC(=CC1)C1=CC=C(C=C1)C1=NC=CC=N1)=O)N(C)C=O)C(C1=CC=CC=C1)(C1=CC=CC=C1)C1=CC=CC=C1 (3-(Formyl-methyl-amino)-1-{2-oxo-2-[4-(4-pyrimidin-2-yl-phenyl)-3,6-dihydro-2H-pyridin-1-yl]-ethyl}-pyrrolidine-3-carboxylic acid [3-(4-fluoro-phenyl)-1trityl-indazol-5-yl]-amide). As a reaction SMILES: CCN=C=NCCCN(C)C.Cl.Cl.C1C=CC2N(O)N=NC=2C=1.O.[F:25][C:26]1[CH:31]=[CH:30][C:29]([C:32]2[C:40]3[C:35](=[CH:36][CH:37]=[C:38]([NH2:41])[CH:39]=3)[N:34]([C:42]([C:55]3[CH:60]=[CH:59][CH:58]=[CH:57][CH:56]=3)([C:49]3[CH:54]=[CH:53][CH:52]=[CH:51][CH:50]=3)[C:43]3[CH:48]=[CH:47][CH:46]=[CH:45][CH:44]=3)[N:33]=2)=[CH:28][CH:27]=1.[CH:61]([N:63]([CH3:93])[C:64]1([C:90](O)=[O:91])[CH2:68][CH2:67][N:66]([CH2:69][C:70](=[O:89])[N:71]2[CH2:76][CH:75]=[C:74]([C:77]3[CH:82]=[CH:81][C:80]([C:83]4[N:88]=[CH:87][CH:86]=[CH:85][N:84]=4)=[CH:79][CH:78]=3)[CH2:73][CH2:72]2)[CH2:65]1)=[O:62].[Li]>CN(C=O)C.CN1CCOCC1>[F:25][C:26]1[CH:27]=[CH:28][C:29]([C:32]2[C:40]3[C:35](=[CH:36][CH:37]=[C:38]([NH:41][C:90]([C:64]4([N:63]([CH:61]=[O:62])[CH3:93])[CH2:68][CH2:67][N:66]([CH2:69][C:70](=[O:89])[N:71]5[CH2:72][CH:73]=[C:74]([C:77]6[CH:78]=[CH:79][C:80]([C:83]7[N:88]=[CH:87][CH:86]=[CH:85][N:84]=7)=[CH:81][CH:82]=6)[CH2:75][CH2:76]5)[CH2:65]4)=[O:91])[CH:39]=3)[N:34]([C:42]([C:49]3[CH:50]=[CH:51][CH:52]=[CH:53][CH:54]=3)([C:55]3[CH:56]=[CH:57][CH:58]=[CH:59][CH:60]=3)[C:43]3[CH:48]=[CH:47][CH:46]=[CH:45][CH:44]=3)[N:33]=2)=[CH:30][CH:31]=1 |f:0.1,^1:93|. Reported procedure: Added EDCl.HCl (75 mg, 0.39 mmol) and HOBT.H2O (50 mg, 0.37 mmol) to a solution of 3-(4-Fluoro-phenyl)-1trityl-indazol-5-ylamine (110 mg, 0.234 mmol) and 3-(Formyl-methyl-amino)-1-{2-oxo-2-[4-(4-pyrimidin-2-yl-phenyl)-3,6-dihydro-2H-pyridin-1-yl]-ethyl}-pyrrolidine-3-carboxylic acid, Lithium salt (6T) (95 mg, 0.211 mmol) in DMF (2 ml) and NMM (0.1 ml) at room temperature, then stirred overnight. The solvent was evaporated and residue extracted with MeCl2 (50 ml), washed with H2O (20 ml), dried o... Reactants: ClCCCBr, ClCCl, Cc1cc(C)c2c(n1)Nc1ccccc1N(C)C2=O, [H-], [Na+], CN(C)C=O. Yields the product Cc1cc(C)c2c(n1)N(CCCCl)c1ccccc1N(C)C2=O. As a reaction SMILES: [Br:22][CH2:23][CH2:24][CH2:25][Cl:26].[CH2:27]([Cl:28])[Cl:29].[CH3:1][c:2]1[cH:3][c:4]([CH3:19])[c:5]2[c:6]([n:18]1)[NH:7][c:8]1[c:9]([cH:14][cH:15][cH:16][cH:17]1)[N:10]([CH3:13])[C:11]2=[O:12].[H-:20].[Na+:21].[O:30]=[CH:31][N:32]([CH3:33])[CH3:34]>>[CH3:1][c:2]1[cH:3][c:4]([CH3:19])[c:5]2[c:6]([n:18]1)[N:7]([CH2:23][CH2:24][CH2:25][Cl:26])[c:8]1[c:9]([cH:14][cH:15][cH:16][cH:17]1)[N:10]([CH3:13])[C:11]2=[O:12]. Reactants: C(#N)N=C(OC(C)C)C=1C=NC=CC1 (Isopropyl N-cyano-3-pyridinecarboximidate), C1(=CC=CC=C1)C(CC1=CC=CC=C1)N (1,2-diphenylethylamine). Solvent: CO (methanol). Reaction conditions: time 45 minute. Product: C(#N)NC(=NC(CC1=CC=CC=C1)C1=CC=CC=C1)C=1C=NC=CC1 (N-cyano-N'-(1,2-diphenylethyl)-3 pyridinecarboximidamide). The yield is 56.3%. RXN SMILES: [C:1]([N:3]=[C:4]([C:9]1[CH:10]=[N:11][CH:12]=[CH:13][CH:14]=1)OC(C)C)#[N:2].[C:15]1([CH:21]([NH2:29])[CH2:22][C:23]2[CH:28]=[CH:27][CH:26]=[CH:25][CH:24]=2)[CH:20]=[CH:19][CH:18]=[CH:17][CH:16]=1>CO>[C:1]([NH:3][C:4]([C:9]1[CH:10]=[N:11][CH:12]=[CH:13][CH:14]=1)=[N:29][CH:21]([C:15]1[CH:20]=[CH:19][CH:18]=[CH:17][CH:16]=1)[CH2:22][C:23]1[CH:28]=[CH:27][CH:26]=[CH:25][CH:24]=1)#[N:2]. Procedure details: Isopropyl N-cyano-3-pyridinecarboximidate (0.60 g, 3.2 mmol) was dissolved in methanol (10 ml), and 1,2-diphenylethylamine (0.69 g, 3.5 mmol) was added. The mixture was stirred at room temperature for 45 minutes. After the reaction was completed, the reaction solution was concentrated under reduced pressure. The residual concentrate thus obtained was subjected to chromatography on a silica gel column (WAKO GEL C-200, 50 g) eluting with chloroform-methanol (100:1). The eluted fractions were conce...